From a dataset of the Open Reaction Database (ORD), a public repository of structured organic reaction records. describe an organic reaction: reactants, conditions, products, and yield Reactants: CO (methanol), O=P(Cl)(Cl)Cl (POCl3), C(C(=O)Cl)(=O)Cl (oxalyl chloride), OC1=NN=CC2=CC(=CC=C12)C=1C=C(C(=O)O)C=CC1C (3-(1-hydroxyphthalazin-6-yl)-4-methylbenzoic acid). Solvent: CC#N (CH3CN), C(Cl)Cl (CH2Cl2). Run at temperature 85 celsius, time 5 minute. Yields the product ClC1=NN=CC2=CC(=CC=C12)C=1C=C(C(=O)OC)C=CC1C (methyl 3-(1-chlorophthalazin-6-yl)-4-methylbenzoate). Isolated yield 86.1%. RXN SMILES: [CH3:1][OH:2].C(Cl)(=O)[C:4](Cl)=[O:5].O[C:10]1[C:19]2[C:14](=[CH:15][C:16]([C:20]3[CH:21]=[C:22]([CH:26]=[CH:27][C:28]=3[CH3:29])C(O)=O)=[CH:17][CH:18]=2)[CH:13]=[N:12][N:11]=1.O=P(Cl)(Cl)[Cl:32]>CC#N.C(Cl)Cl>[Cl:32][C:10]1[C:19]2[C:14](=[CH:15][C:16]([C:20]3[CH:21]=[C:22]([CH:26]=[CH:27][C:28]=3[CH3:29])[C:1]([O:5][CH3:4])=[O:2])=[CH:17][CH:18]=2)[CH:13]=[N:12][N:11]=1. Reported procedure: In a 500 mL RBF was added methanol (200 mL, 54 mmol) followed by oxalyl chloride (5.0 ml, 54 mmol) drop wise while cooling with an ice bath. It was stirred for 5 min. and 3-(1-hydroxyphthalazin-6-yl)-4-methylbenzoic acid (15.00 g, 54 mmol) was then added in portions over 2 min. The reaction was fitted with a reflux condenser and heated to 85° C. in an oil bath for 2 h. The reaction mixture was concentrated on the rotovap then under high vacuum overnight. The resulting white fluffy solid in 260 m... Reaction conditions: temperature 220 celsius. As a reaction SMILES: [Cl:1][C:2]1[CH:3]=[C:4]([C:10](=[O:12])[CH3:11])[CH:5]=[C:6]([O:8]C)[CH:7]=1.Cl.N1C=CC=CC=1>O>[Cl:1][C:2]1[CH:3]=[C:4]([C:10](=[O:12])[CH3:11])[CH:5]=[C:6]([OH:8])[CH:7]=1 |f:1.2|. Solvent: O (water). Isolated yield 48.4%. Reactants: ClC=1C=C(C=C(C1)OC)C(C)=O (1-(3-chloro-5-methoxy-phenyl)-ethanone), Cl.N1=CC=CC=C1 (pyridine hydrochloride). Procedure details: A mixture of 1-(3-chloro-5-methoxy-phenyl)-ethanone (14.3 g, 0.08 mol.) and pyridine hydrochloride (44.8 g, 0.39 mol.) was heated at 220° C. for 2 hrs. The mixture was poured into water (200 mL) and extracted with ethyl acetate (2×200 mL). The organic extracts were combined, washed with water (40 mL), brine (40 mL) and concentrated to give an oil. Flash Chromatography on Silica Get eluting with ethyl acetate/hexanes (1:1) gave 6.6 g solid. MS (m/e): 170/172 (M+). Yields the product ClC=1C=C(C=C(C1)O)C(C)=O (1-(3-chloro-5-hydroxy-phenyl)-ethanone). Starting materials: CC(C)(C)[O-], Cc1ccccc1, O=C(N1C2CCC1CC(=C1c3ccccc3Oc3c(OS(=O)(=O)C(F)(F)F)cccc31)C2)C(F)(F)F, Nc1ccccc1, [Na+], O=C(C=Cc1ccccc1)C=Cc1ccccc1, O=C(C=Cc1ccccc1)C=Cc1ccccc1, O=C(C=Cc1ccccc1)C=Cc1ccccc1, [Pd], [Pd], [Pd]. The product is O=C(N1C2CCC1CC(=C1c3ccccc3Oc3c(Nc4ccccc4)cccc31)C2)C(F)(F)F. RXN SMILES: [CH3:44][C:45]([CH3:46])([O-:47])[CH3:48].[CH3:50][c:51]1[cH:52][cH:53][cH:54][cH:55][cH:56]1.[F:1][C:2]([C:3](=[O:4])[N:5]1[CH:6]2[CH2:7][C:8](=[C:13]3[c:14]4[cH:15][cH:16][cH:17][cH:18][c:19]4[O:20][c:21]4[c:22]([O:27][S:28]([C:29]([F:30])([F:31])[F:32])(=[O:33])=[O:34])[cH:23][cH:24][cH:25][c:26]43)[CH2:9][CH:10]1[CH2:11][CH2:12]2)([F:35])[F:36].[NH2:37][c:38]1[cH:39][cH:40][cH:41][cH:42][cH:43]1.[Na+:49].[O:60]=[C:61]([CH:62]=[CH:63][c:64]1[cH:65][cH:66][cH:67][cH:68][cH:69]1)[CH:70]=[CH:71][c:72]1[cH:73][cH:74][cH:75][cH:76][cH:77]1.[O:78]=[C:79]([CH:80]=[CH:81][c:82]1[cH:83][cH:84][cH:85][cH:86][cH:87]1)[CH:88]=[CH:89][c:90]1[cH:91][cH:92][cH:93][cH:94][cH:95]1.[O:96]=[C:97]([CH:98]=[CH:99][c:100]1[cH:101][cH:102][cH:103][cH:104][cH:105]1)[CH:106]=[CH:107][c:108]1[cH:109][cH:110][cH:111][cH:112][cH:113]1.[Pd:57].[Pd:58].[Pd:59]>>[F:1][C:2]([C:3](=[O:4])[N:5]1[CH:6]2[CH2:7][C:8](=[C:13]3[c:14]4[cH:15][cH:16][cH:17][cH:18][c:19]4[O:20][c:21]4[c:22]([NH:37][c:38]5[cH:39][cH:40][cH:41][cH:42][cH:43]5)[cH:23][cH:24][cH:25][c:26]43)[CH2:9][CH:10]1[CH2:11][CH2:12]2)([F:35])[F:36]. Starting materials: C(C)(C)(C)OC(=O)NC1=CSC=C1C1=NC(=C(C(=N1)O)O)C(=O)OC (methyl 2-(3-tert-butyloxycarbonylamino-4-thienyl)-4,5-dihydroxypyrimidine-6-carboxylate), FC(C(=O)O)(F)F (trifluoroacetic acid). Solvent: C(Cl)Cl (methylene chloride). Conditions: time 20 minute. Product: FC(C(=O)O)(F)F.NC1=CSC=C1C1=NC(=C(C(=N1)O)O)C(=O)OC (methyl 2-(3-amino-4-thienyl)-4,5-dihydroxy-pyrimidine-6-carboxylate trifluoroacetate). The yield is 99.0%. RXN SMILES: C(OC([NH:8][C:9]1[C:13]([C:14]2[N:19]=[C:18]([OH:20])[C:17]([OH:21])=[C:16]([C:22]([O:24][CH3:25])=[O:23])[N:15]=2)=[CH:12][S:11][CH:10]=1)=O)(C)(C)C.[F:26][C:27]([F:32])([F:31])[C:28]([OH:30])=[O:29]>C(Cl)Cl>[F:26][C:27]([F:32])([F:31])[C:28]([OH:30])=[O:29].[NH2:8][C:9]1[C:13]([C:14]2[N:19]=[C:18]([OH:20])[C:17]([OH:21])=[C:16]([C:22]([O:24][CH3:25])=[O:23])[N:15]=2)=[CH:12][S:11][CH:10]=1 |f:3.4|. Procedure: Ester 40 (828 mg, 2.25 mmol), prepared as described above, was treated with a 6:4 mixture of methylene chloride:trifluoroacetic acid (8 ml). The solution was stirred for 20 min then concentrated in vacuo and the residue dried to give methyl 2-(3-amino-4-thienyl)-4,5-dihydroxy-pyrimidine-6-carboxylate trifluoroacetate (860 mg, 99%) as a solid. 1H NMR (DMSO-d6): δ 8.32 (1H, s), 6.75 (1H, s), 3.87 (3H, s). MS m/z (MH)+ 268.0. Reactants: C[Si](C)(C)C=[N+]=[N-], CO, O=C(NS(=O)(=O)Nc1ccc2c(c1)S(=O)(=O)N=C(c1c(O)c3ccccc3n(NC3CCC3)c1=O)N2)OCc1ccccc1, C1CCOC1. Yields the product CN(C(=O)OCc1ccccc1)S(=O)(=O)Nc1ccc2c(c1)S(=O)(=O)N=C(c1c(O)c3ccccc3n(NC3CCC3)c1=O)N2. RXN SMILES: [CH3:45][Si:46]([CH:47]=[N+:48]=[N-:49])([CH3:50])[CH3:51].[CH3:52][OH:53].[CH:1]1([NH:5][n:6]2[c:7](=[O:44])[c:8]([C:17]3=[N:18][S:19](=[O:42])(=[O:43])[c:20]4[c:21]([cH:23][cH:24][c:25]([NH:27][S:28]([NH:29][C:30](=[O:31])[O:32][CH2:33][c:34]5[cH:35][cH:36][cH:37][cH:38][cH:39]5)(=[O:40])=[O:41])[cH:26]4)[NH:22]3)[c:9]([OH:16])[c:10]3[cH:11][cH:12][cH:13][cH:14][c:15]23)[CH2:2][CH2:3][CH2:4]1.[O:54]1[CH2:55][CH2:56][CH2:57][CH2:58]1>>[CH:1]1([NH:5][n:6]2[c:7](=[O:44])[c:8]([C:17]3=[N:18][S:19](=[O:42])(=[O:43])[c:20]4[c:21]([cH:23][cH:24][c:25]([NH:27][S:28]([N:29]([C:30](=[O:31])[O:32][CH2:33][c:34]5[cH:35][cH:36][cH:37][cH:38][cH:39]5)[CH3:45])(=[O:40])=[O:41])[cH:26]4)[NH:22]3)[c:9]([OH:16])[c:10]3[cH:11][cH:12][cH:13][cH:14][c:15]23)[CH2:2][CH2:3][CH2:4]1. The reactants are FC(C=1C=C(C#N)C=CC1F)(F)F (3-trifluoromethyl 4-fluoro-benzonitrile), N(CCO)CCO (diethanolamine). Solvent: CN(C(C)=O)C (N,N-dimethylacetamide). Yields the product FC(C=1C=C(C#N)C=CC1N(CCO)CCO)(F)F (3-trifluoromethyl-4-[bis(2-hydroxyethyl)amino]benzonitrile). RXN SMILES: [F:1][C:2]([F:13])([F:12])[C:3]1[CH:4]=[C:5]([CH:8]=[CH:9][C:10]=1F)[C:6]#[N:7].[NH:14]([CH2:18][CH2:19][OH:20])[CH2:15][CH2:16][OH:17]>CN(C)C(=O)C>[F:1][C:2]([F:13])([F:12])[C:3]1[CH:4]=[C:5]([CH:8]=[CH:9][C:10]=1[N:14]([CH2:18][CH2:19][OH:20])[CH2:15][CH2:16][OH:17])[C:6]#[N:7]. Reported procedure: A solution of 3-trifluoromethyl 4-fluoro-benzonitrile (9.45 g, 50 mmol) and diethanolamine (15.8 g, 0.15 mol) in N,N-dimethylacetamide (200 ml) was stirred for 7 days at 50° C. The solvent was evaporated, the residue partitioned between CH2Cl2 (400 ml) and H2O (400 ml), the organic layer dried (MgSO4) and evaporated to dryness. The residue was chromatographed using CH2Cl2-EtOH as eluent. Starting materials: [BH4-], COC(=O)C1(c2ccccc2)CCN(C(=O)C(COCc2ccc(Cl)c(Cl)c2)NCc2ccccc2)CC1, Cc1ccccc1, [Li+], C1CCOC1. The product is O=C(C(COCc1ccc(Cl)c(Cl)c1)NCc1ccccc1)N1CCC(CO)(c2ccccc2)CC1. Reaction SMILES: [BH4-:1].[CH2:3]([c:4]1[cH:5][cH:6][cH:7][cH:8][cH:9]1)[NH:10][CH:11]([C:12](=[O:13])[N:14]1[CH2:15][CH2:16][C:17]([C:20](=[O:21])[O:22][CH3:23])([c:24]2[cH:25][cH:26][cH:27][cH:28][cH:29]2)[CH2:18][CH2:19]1)[CH2:30][O:31][CH2:32][c:33]1[cH:34][c:35]([Cl:40])[c:36]([Cl:39])[cH:37][cH:38]1.[CH3:41][c:42]1[cH:43][cH:44][cH:45][cH:46][cH:47]1.[Li+:2].[O:48]1[CH2:49][CH2:50][CH2:51][CH2:52]1>>[CH2:3]([c:4]1[cH:5][cH:6][cH:7][cH:8][cH:9]1)[NH:10][CH:11]([C:12](=[O:13])[N:14]1[CH2:15][CH2:16][C:17]([CH2:20][OH:21])([c:24]2[cH:25][cH:26][cH:27][cH:28][cH:29]2)[CH2:18][CH2:19]1)[CH2:30][O:31][CH2:32][c:33]1[cH:34][c:35]([Cl:40])[c:36]([Cl:39])[cH:37][cH:38]1. Reactants: O=C([O-])[O-], C=O, [K+], [K+], NC(=O)Cc1ccccc1. Yields the product O=C(Cc1ccccc1)NCO. As a reaction SMILES: [C:11]([O-:12])(=[O:13])[O-:14].[CH2:17]=[O:18].[K+:15].[K+:16].[c:1]1([CH2:7][C:8](=[O:9])[NH2:10])[cH:2][cH:3][cH:4][cH:5][cH:6]1>>[c:1]1([CH2:7][C:8](=[O:9])[NH:10][CH2:11][OH:12])[cH:2][cH:3][cH:4][cH:5][cH:6]1. Reactants: C(C)OC(CSC1=NC(=CC(=N1)Cl)Cl)=O ((4,6-dichloro-2-pyrimidinylthio) acetic acid ethyl ester), ClC1=CC=C(C=C1)N1CCNCC1 (N-(p-chlorophenyl)piperazine), C([O-])([O-])=O.[Na+].[Na+] (sodium carbonate). Solvent: C(C)O (ethanol). Product: C(C)OC(CSC1=NC(=CC(=N1)Cl)N1CCN(CC1)C1=CC=C(C=C1)Cl)=O ((4-Chloro-6-[4-(p-chlorphenyl)-1-piperazinyl]-2-pyrimidinylthio)acetic acid ethyl ester). Isolated yield 62.5%. As a reaction SMILES: [CH2:1]([O:3][C:4](=[O:15])[CH2:5][S:6][C:7]1[N:12]=[C:11](Cl)[CH:10]=[C:9]([Cl:14])[N:8]=1)[CH3:2].[Cl:16][C:17]1[CH:22]=[CH:21][C:20]([N:23]2[CH2:28][CH2:27][NH:26][CH2:25][CH2:24]2)=[CH:19][CH:18]=1.C(=O)([O-])[O-].[Na+].[Na+]>C(O)C>[CH2:1]([O:3][C:4](=[O:15])[CH2:5][S:6][C:7]1[N:8]=[C:9]([Cl:14])[CH:10]=[C:11]([N:26]2[CH2:25][CH2:24][N:23]([C:20]3[CH:19]=[CH:18][C:17]([Cl:16])=[CH:22][CH:21]=3)[CH2:28][CH2:27]2)[N:12]=1)[CH3:2] |f:2.3.4|. Procedure: A mixture of 5.3 g of (4,6-dichloro-2-pyrimidinylthio) acetic acid ethyl ester, 3.9 g of N-(p-chlorophenyl)piperazine and 2.1 g of sodium carbonate in 120 ml. of ethanol was warmed on a steam bath for 10 minutes. The reaction mixture was filtered and the filtrate was diluted with water in order to cause precipitation. The precipitate was recrystallized from ethanol to afford 5.3 g of product, mp. 117°-120°C. The reactants are Brc1ccc2cc[nH]c2c1, [Li]C(C)(C)C, CN([SiH](C)C)[Si](C)(C)C, CCOCC, [K], CN(C)C=O. Yields the product O=Cc1ccc2cc[nH]c2c1. Reaction SMILES: [Br:11][c:12]1[cH:13][cH:14][c:15]2[cH:16][cH:17][nH:18][c:19]2[cH:20]1.[C:21]([Li:22])([CH3:23])([CH3:24])[CH3:25].[CH3:1][SiH:2]([CH3:3])[N:4]([CH3:5])[Si:6]([CH3:7])([CH3:8])[CH3:9].[CH3:31][CH2:32][O:33][CH2:34][CH3:35].[K:10].[O:26]=[CH:27][N:28]([CH3:29])[CH3:30]>>[c:12]1([CH:27]=[O:26])[cH:13][cH:14][c:15]2[cH:16][cH:17][nH:18][c:19]2[cH:20]1.